Dataset: the Open Reaction Database (ORD), a public repository of structured organic reaction records. Task: describe an organic reaction: reactants, conditions, products, and yield The reactants are ClCCl, ClC(Cl)Cl, Clc1ccccc1-c1cc2nccc(Cl)n2n1, O=C1CCC(=O)N1I. Yields the product Clc1ccccc1-c1nn2c(Cl)ccnc2c1I. RXN SMILES: [CH2:30]([Cl:31])[Cl:32].[CH:26]([Cl:27])([Cl:28])[Cl:29].[Cl:1][c:2]1[cH:3][cH:4][n:5][c:6]2[n:7]1[n:8][c:9](-[c:11]1[c:12]([Cl:17])[cH:13][cH:14][cH:15][cH:16]1)[cH:10]2.[I:18][N:19]1[C:20](=[O:21])[CH2:22][CH2:23][C:24]1=[O:25]>>[Cl:1][c:2]1[cH:3][cH:4][n:5][c:6]2[n:7]1[n:8][c:9](-[c:11]1[c:12]([Cl:17])[cH:13][cH:14][cH:15][cH:16]1)[c:10]2[I:18]. Starting materials: Cn1cnc2c(N3CCN(C(=O)OC(C)(C)C)CC3)ncnc21, CCOC(C)=O, CN(C)C=O, O=C1CCC(=O)N1Cl, O. Product: Cn1c(Cl)nc2c(N3CCN(C(=O)OC(C)(C)C)CC3)ncnc21. RXN SMILES: [C:9]([CH3:10])([CH3:11])([CH3:12])[O:13][C:14](=[O:15])[N:16]1[CH2:17][CH2:18][N:19]([c:22]2[c:23]3[n:24][cH:25][n:26]([CH3:31])[c:27]3[n:28][cH:29][n:30]2)[CH2:20][CH2:21]1.[CH3:32][CH2:33][O:34][C:35](=[O:36])[CH3:37].[CH3:39][N:40]([CH3:41])[CH:42]=[O:43].[Cl:1][N:2]1[C:3](=[O:4])[CH2:5][CH2:6][C:7]1=[O:8].[OH2:38]>>[Cl:1][c:25]1[n:24][c:23]2[c:22]([N:19]3[CH2:18][CH2:17][N:16]([C:14]([O:13][C:9]([CH3:10])([CH3:11])[CH3:12])=[O:15])[CH2:21][CH2:20]3)[n:30][cH:29][n:28][c:27]2[n:26]1[CH3:31]. The reactants are [OH-].[K+] (KOH), RuCl3, S(=O)(=O)([O-])OOS(=O)(=O)[O-].[K+].[K+] (potassium persulphate), O1C(CCCC1)OCC#CCCCCCCCCCCCCCO (16-(tetrahydro-2H-pyran-2-yloxy)hexadec-14-yn-1-ol). Run in C(C)#N (acetonitrile), CCOC(=O)C (EtOAc). Conditions: time 10 minute. Product: O1C(CCCC1)OCC#CCCCCCCCCCCCCC(=O)O (16-(tetrahydro-2H-pyran-2-yloxy)hexadec-14-ynoic acid). The yield is 91.0%. As a reaction SMILES: S(OOS([O-])(=O)=O)([O-])(=O)=O.[K+].[K+].[O:13]1[CH2:18][CH2:17][CH2:16][CH2:15][CH:14]1[O:19][CH2:20][C:21]#[C:22][CH2:23][CH2:24][CH2:25][CH2:26][CH2:27][CH2:28][CH2:29][CH2:30][CH2:31][CH2:32][CH2:33][CH2:34][CH2:35][OH:36].[OH-:37].[K+]>C(#N)C.CCOC(C)=O>[O:13]1[CH2:18][CH2:17][CH2:16][CH2:15][CH:14]1[O:19][CH2:20][C:21]#[C:22][CH2:23][CH2:24][CH2:25][CH2:26][CH2:27][CH2:28][CH2:29][CH2:30][CH2:31][CH2:32][CH2:33][CH2:34][C:35]([OH:37])=[O:36] |f:0.1.2,4.5|. Procedure: RuCl3 (10 mg) and potassium persulphate (2.8 g, 10.2 mmol) were added to a solution of 16-(tetrahydro-2H-pyran-2-yloxy)hexadec-14-yn-1-ol (1.2 g, 3.55 mmol) in acetonitrile (20 mL). After 10 min, KOH (30 mL of a 2 M soln) was added. After an additional 3 h, the reaction mixture was neutralized to pH 7, diluted with EtOAc (100 mL), and washed with water (3×75 mL). The combined aqueous extracts were back-extracted with EtOAc (3×75 mL). All of the organic extracts were combined, dried over Na2SO4, ... Yields the product C(C)(C)(C)OC(=O)N(C[C@@H](COC1=CC=CC=C1)O)C1CCCC2=C(C1)C=C(C=C2)C(=O)O (8-[N-tert-butoxycarbonyl-N-[(2S)-2-hydroxy-3-phenoxypropyl]amino]-6,7,8,9-tetrahydro-5H-benzocycloheptene-2-carboxylic acid). The solvent is CO (methanol), O1CCCC1 (tetrahydrofuran). RXN SMILES: C[O:2][C:3]([C:5]1[CH:6]=[CH:7][C:8]2[CH2:14][CH2:13][CH2:12][CH:11]([N:15]([C:27]([O:29][C:30]([CH3:33])([CH3:32])[CH3:31])=[O:28])[CH2:16][C@H:17]([OH:26])[CH2:18][O:19][C:20]3[CH:25]=[CH:24][CH:23]=[CH:22][CH:21]=3)[CH2:10][C:9]=2[CH:34]=1)=[O:4].[OH-].[Na+]>CO.O1CCCC1>[C:30]([O:29][C:27]([N:15]([CH:11]1[CH2:10][C:9]2[CH:34]=[C:5]([C:3]([OH:4])=[O:2])[CH:6]=[CH:7][C:8]=2[CH2:14][CH2:13][CH2:12]1)[CH2:16][C@H:17]([OH:26])[CH2:18][O:19][C:20]1[CH:25]=[CH:24][CH:23]=[CH:22][CH:21]=1)=[O:28])([CH3:33])([CH3:31])[CH3:32] |f:1.2|. Yield: 102.6%. Run at time 6 hour. Procedure: To a solution of 8-[N-tert-butoxycarbonyl-N-[(2S)-2-hydroxy-3-phenoxypropyl]amino]-6,7,8,9-tetrahydro-5H-benzocycloheptene-2-carboxylic acid methyl ester (4.5 g) in methanol (45 ml) and tetrahydrofuran (15 ml) was added 1N sodium hydroxide aqueous solution. After stirring at room temperature for 6 hours, the reaction mixture was concentrated under reduced pressure, neutralized with 1N hydrochloric acid solution under ice-cooling. The product was extracted with ethyl acetate, and the organic laye... The reactants are COC(=O)C=1C=CC2=C(CC(CCC2)N(C[C@@H](COC2=CC=CC=C2)O)C(=O)OC(C)(C)C)C1 (8-[N-tert-butoxycarbonyl-N-[(2S)-2-hydroxy-3-phenoxypropyl]amino]-6,7,8,9-tetrahydro-5H-benzocycloheptene-2-carboxylic acid methyl ester), [OH-].[Na+] (sodium hydroxide).